Dataset: the Open Reaction Database (ORD), a public repository of structured organic reaction records. Task: describe an organic reaction: reactants, conditions, products, and yield The reactants are ClC=1C=CC(=C(C1)CN1C(OC(=N1)C1=CC=C(C=C1)C(F)(F)F)=O)O (3-[(5-chloro-2-hydroxyphenyl)methyl]-5-[4-(trifluoromethyl)phenyl]-1,3,4-oxadiazol-2(3H)-one), N1=CC=CC=C1 (pyridine), ClCC1=CC=C(C(=O)Cl)C=C1 (4-(chloromethyl)benzoyl chloride). Solvent: C(Cl)Cl (methylene chloride), C(Cl)Cl (methylene chloride). Yields the product ClCC1=CC=C(C(=O)OC2=C(C=C(C=C2)Cl)CN2C(OC(=N2)C2=CC=C(C=C2)C(F)(F)F)=O)C=C1 (4-Chloro-2-[[5-[4-(trifluoromethyl)phenyl]-2,3-dihydro-2-oxo-1,3,4-oxadiazol-3-yl]methyl]phenyl 4-(chloromethyl)benzoate). The yield is 84.9%. As a reaction SMILES: [Cl:1][CH2:2][C:3]1[CH:11]=[CH:10][C:6]([C:7](Cl)=[O:8])=[CH:5][CH:4]=1.[Cl:12][C:13]1[CH:14]=[CH:15][C:16]([OH:36])=[C:17]([CH2:19][N:20]2[N:24]=[C:23]([C:25]3[CH:30]=[CH:29][C:28]([C:31]([F:34])([F:33])[F:32])=[CH:27][CH:26]=3)[O:22][C:21]2=[O:35])[CH:18]=1.N1C=CC=CC=1>C(Cl)Cl>[Cl:1][CH2:2][C:3]1[CH:11]=[CH:10][C:6]([C:7]([O:36][C:16]2[CH:15]=[CH:14][C:13]([Cl:12])=[CH:18][C:17]=2[CH2:19][N:20]2[N:24]=[C:23]([C:25]3[CH:26]=[CH:27][C:28]([C:31]([F:34])([F:33])[F:32])=[CH:29][CH:30]=3)[O:22][C:21]2=[O:35])=[O:8])=[CH:5][CH:4]=1. Procedure: A solution of 4-(chloromethyl)benzoyl chloride (2.24 g, 11.9 mmol) in methylene chloride (25 mL) was added to a cold (0° C.) stirred suspension of 3-[(5-chloro-2-hydroxyphenyl)methyl]-5-[4-(trifluoromethyl)phenyl]-1,3,4-oxadiazol-2(3H)-one (4.0 g, 10.8 mmol) and pyridine (0.96 mL, 11.9 mmol) in methylene chloride (25 mL). The reaction mixture was allowed to warm to room temperature and stirred overnight. The reaction was quenched with 1 N HCl and extracted with ethyl acetate (100 mL). The organi... Reactants: Cc1cc(-c2nc(-c3ccc(CC(=O)O)cc3)no2)cc(CC(C)C)n1, NCCO. Product: Cc1cc(-c2nc(-c3ccc(CC(=O)NCCO)cc3)no2)cc(CC(C)C)n1. Reaction SMILES: [CH2:1]([CH:2]([CH3:3])[CH3:4])[c:5]1[n:6][c:7]([CH3:26])[cH:8][c:9](-[c:11]2[n:12][c:13](-[c:16]3[cH:17][cH:18][c:19]([CH2:22][C:23](=[O:24])[OH:25])[cH:20][cH:21]3)[n:14][o:15]2)[cH:10]1.[NH2:27][CH2:28][CH2:29][OH:30]>>[CH2:1]([CH:2]([CH3:3])[CH3:4])[c:5]1[n:6][c:7]([CH3:26])[cH:8][c:9](-[c:11]2[n:12][c:13](-[c:16]3[cH:17][cH:18][c:19]([CH2:22][C:23](=[O:25])[NH:27][CH2:28][CH2:29][OH:30])[cH:20][cH:21]3)[n:14][o:15]2)[cH:10]1. Reactants: O.O.O.O.O.O.O.O.O.O.S(=O)(=O)([O-])[O-].[Na+].[Na+] (sodium sulfate decahydrate), C1(=CC=CC=C1)C (toluene), C(C)(C)[Al]C(C)C (diisopropylaluminum), CN1C(=CC2=C(C(=C(C=C12)OC)OC)OC)C(=O)OC (Methyl 1-methyl-4,5,6-trimethoxyindole-2-carboxylate). Run in C1CCOC1 (THF), CCOCC (ether). Run at time 1 hour. Product: OCC=1N(C2=CC(=C(C(=C2C1)OC)OC)OC)C (2-hydroxymethyl-1-methyl-4,5,6-trimethoxyindole). Reaction SMILES: [CH3:1][N:2]1[C:10]2[C:5](=[C:6]([O:15][CH3:16])[C:7]([O:13][CH3:14])=[C:8]([O:11][CH3:12])[CH:9]=2)[CH:4]=[C:3]1[C:17](OC)=[O:18].C1(C)C=CC=CC=1.C([Al]C(C)C)(C)C.O.O.O.O.O.O.O.O.O.O.S([O-])([O-])(=O)=O.[Na+].[Na+]>C1COCC1.CCOCC>[OH:18][CH2:17][C:3]1[N:2]([CH3:1])[C:10]2[C:5]([CH:4]=1)=[C:6]([O:15][CH3:16])[C:7]([O:13][CH3:14])=[C:8]([O:11][CH3:12])[CH:9]=2 |f:3.4.5.6.7.8.9.10.11.12.13.14.15,^1:28|. Procedure details: Methyl 1-methyl-4,5,6-trimethoxyindole-2-carboxylate (1.17 g) was dissolved in dry THF under an argon atmosphere at 0° C., a 1 M toluene solution (13.2 mL) of diisopropylaluminum bydride was added dropwise to the solution, and the mixture was stirred for 1 hour as it is. The reaction mixture was diluted with ether, the sodium sulfate decahydrate was added thereto, and the mixture was stirred further for 1 hour. After the reaction mixture was filtered, and the filtrate was concentrated, the resid... The reactants are Cc1onc(-c2ccccc2)c1COc1ccc(C(=O)O)cn1, Cn1cc(N)cn1, CCN(C(C)C)C(C)C, F[B-](F)(F)F, CN(C)C=O, CN(C)C(On1nnc2ccccc21)=[N+](C)C. Yields the product Cc1onc(-c2ccccc2)c1COc1ccc(C(=O)Nc2cnn(C)c2)cn1. RXN SMILES: [CH3:1][c:2]1[c:3]([CH2:13][O:14][c:15]2[n:16][cH:17][c:18]([C:19](=[O:20])[OH:21])[cH:22][cH:23]2)[c:4](-[c:7]2[cH:8][cH:9][cH:10][cH:11][cH:12]2)[n:5][o:6]1.[CH3:55][n:56]1[n:57][cH:58][c:59]([NH2:61])[cH:60]1.[CH:46]([N:47]([CH2:48][CH3:49])[CH:50]([CH3:51])[CH3:52])([CH3:53])[CH3:54].[F:24][B-:25]([F:26])([F:27])[F:28].[O:62]=[CH:63][N:64]([CH3:65])[CH3:66].[n:29]1([O:30][C:31]([N:32]([CH3:33])[CH3:34])=[N+:35]([CH3:36])[CH3:37])[c:38]2[cH:39][cH:40][cH:41][cH:42][c:43]2[n:44][n:45]1>>[CH3:1][c:2]1[c:3]([CH2:13][O:14][c:15]2[n:16][cH:17][c:18]([C:19](=[O:21])[NH:61][c:59]3[cH:58][n:57][n:56]([CH3:55])[cH:60]3)[cH:22][cH:23]2)[c:4](-[c:7]2[cH:8][cH:9][cH:10][cH:11][cH:12]2)[n:5][o:6]1. Starting materials: S(=O)(Cl)Cl (Thionyl chloride), COC1=NC2=CC(=C(C(=C2N=C1OC)CO)C)C (2,3-dimethoxy-6,7-dimethyl-5-hydroxymethylquinoxaline), N1=CC=CC=C1 (pyridine). Run in C1(=CC=CC=C1)C (toluene). Conditions: time 20 minute. Yields the product ClCC1=C2N=C(C(=NC2=CC(=C1C)C)OC)OC (5-(chloromethyl)-2,3-dimethoxy-6,7-dimethylquinoxaline). Yield: 33.7%. RXN SMILES: S(Cl)([Cl:3])=O.[CH3:5][O:6][C:7]1[C:16]([O:17][CH3:18])=[N:15][C:14]2[C:9](=[CH:10][C:11]([CH3:22])=[C:12]([CH3:21])[C:13]=2[CH2:19]O)[N:8]=1.N1C=CC=CC=1>C1(C)C=CC=CC=1>[Cl:3][CH2:19][C:13]1[C:12]([CH3:21])=[C:11]([CH3:22])[CH:10]=[C:9]2[C:14]=1[N:15]=[C:16]([O:17][CH3:18])[C:7]([O:6][CH3:5])=[N:8]2. Reported procedure: Thionyl chloride (0.44 mL, 6.0 mmol) was added dropwise to a solution of 2,3-dimethoxy-6,7-dimethyl-5-hydroxymethylquinoxaline (0.50 g, 2.0 mmol) in toluene (30 mL) and pyridine (0.81 mL, 10.0 mmol) under nitrogen at 5° C. After 20 minutes, water (20 mL), and the aqueous layer was extracted with ethyl acetate (2×20 mL). The combined organic solutions were washed with 2M hydrochloric acid, dried (MgSO4) and concentrated under reduced pressure. Purification of the residue by flash chromatography (... Starting materials: BrC1=C(C=C2C=NNC2=C1)O (6-bromo-5-hydroxy-1H-indazole), C(C)(=O)OC(C)=O (acetic acid anhydride), C(C)OCC (diethyl ether). Conditions: temperature 110 celsius, time 2 hour. The product is C(C)(=O)OC=1C=C2C=NN(C2=CC1Br)C(C)=O (1-Acetyl-6-bromo-1H-indazol-5-yl acetate). Yield: 98.0%. As a reaction SMILES: [Br:1][C:2]1[CH:10]=[C:9]2[C:5]([CH:6]=[N:7][NH:8]2)=[CH:4][C:3]=1[OH:11].C([O:14][CH2:15][CH3:16])C.[C:17](OC(=O)C)(=[O:19])[CH3:18]>>[C:17]([O:11][C:3]1[CH:4]=[C:5]2[C:9](=[CH:10][C:2]=1[Br:1])[N:8]([C:15](=[O:14])[CH3:16])[N:7]=[CH:6]2)(=[O:19])[CH3:18]. Reported procedure: A mixture of 6-bromo-5-hydroxy-1H-indazole (25 g, 117 mmol) in acetic acid anhydride (75 mL) is heated at 110° C. with stirring for 2 hours. After it is cooled, diethyl ether (100 mL) is added. The precipitate is collected by filtration, washed with diethyl ether (30 mL), and dried under vacuum to afford the product (34 g, 98% yield). MS (m/z): 297.0 (M+H).